Task: describe an organic reaction: reactants, conditions, products, and yield. Dataset: the Open Reaction Database (ORD), a public repository of structured organic reaction records The reactants are COc1ccc(Br)cn1, NN=C(c1ccccc1)c1ccccc1, CC(C)(C)[O-], Cc1ccccc1, [Na+], O=C(C=Cc1ccccc1)C=Cc1ccccc1, O=C(C=Cc1ccccc1)C=Cc1ccccc1, O=C(C=Cc1ccccc1)C=Cc1ccccc1, [Pd], [Pd]. Product: COc1ccc(NN=C(c2ccccc2)c2ccccc2)cn1. RXN SMILES: [Br:1][c:2]1[cH:3][cH:4][c:5]([O:8][CH3:9])[n:6][cH:7]1.[C:10]([c:11]1[cH:12][cH:13][cH:14][cH:15][cH:16]1)([c:17]1[cH:18][cH:19][cH:20][cH:21][cH:22]1)=[N:23][NH2:24].[CH3:25][C:26]([CH3:27])([O-:28])[CH3:29].[CH3:31][c:32]1[cH:33][cH:34][cH:35][cH:36][cH:37]1.[Na+:30].[O:40]=[C:41]([CH:42]=[CH:43][c:44]1[cH:45][cH:46][cH:47][cH:48][cH:49]1)[CH:50]=[CH:51][c:52]1[cH:53][cH:54][cH:55][cH:56][cH:57]1.[O:58]=[C:59]([CH:60]=[CH:61][c:62]1[cH:63][cH:64][cH:65][cH:66][cH:67]1)[CH:68]=[CH:69][c:70]1[cH:71][cH:72][cH:73][cH:74][cH:75]1.[O:76]=[C:77]([CH:78]=[CH:79][c:80]1[cH:81][cH:82][cH:83][cH:84][cH:85]1)[CH:86]=[CH:87][c:88]1[cH:89][cH:90][cH:91][cH:92][cH:93]1.[Pd:38].[Pd:39]>>[c:2]1([NH:24][N:23]=[C:10]([c:11]2[cH:12][cH:13][cH:14][cH:15][cH:16]2)[c:17]2[cH:18][cH:19][cH:20][cH:21][cH:22]2)[cH:3][cH:4][c:5]([O:8][CH3:9])[n:6][cH:7]1. Starting materials: c1ccc(CN2CCOC(c3ccccc3)(c3ccccc3)CC2)cc1, CCO, Cl. The product is c1ccc(C2(c3ccccc3)CCNCCO2)cc1. As a reaction SMILES: [CH2:2]([c:3]1[cH:4][cH:5][cH:6][cH:7][cH:8]1)[N:9]1[CH2:10][CH2:11][O:12][C:13]([c:16]2[cH:17][cH:18][cH:19][cH:20][cH:21]2)([c:22]2[cH:23][cH:24][cH:25][cH:26][cH:27]2)[CH2:14][CH2:15]1.[CH3:28][CH2:29][OH:30].[ClH:1]>>[NH:9]1[CH2:10][CH2:11][O:12][C:13]([c:16]2[cH:17][cH:18][cH:19][cH:20][cH:21]2)([c:22]2[cH:23][cH:24][cH:25][cH:26][cH:27]2)[CH2:14][CH2:15]1. Reactants: O=C[C@H](O)[C@@H](O)[C@H](O)CO (xylose), O=C([C@H](O)[C@@H](O)[C@H](O)CO)[O-] (xylonate), O=C[C@H](O)[C@@H](O)[C@@H](O)[C@H](O)CO (galactose), O=C[C@H](O)[C@@H](O)[C@H](O)CO (xylose). The product is C([C@H](O)[C@@H](O)[C@H](O)CO)O (xylitol). As a reaction SMILES: [O:1]=[CH:2][C@@H:3]([C@H:5]([C@@H:7]([CH2:9][OH:10])[OH:8])[OH:6])[OH:4].O=C[C@@H]([C@H]([C@H]([C@@H](CO)O)O)O)O.O=C([O-])[C@@H]([C@H]([C@@H](CO)O)O)O>>[CH2:2]([OH:1])[C@@H:3]([C@H:5]([C@@H:7]([CH2:9][OH:10])[OH:8])[OH:6])[OH:4]. Procedure: When K. lactis H3765, from which the xylose reductase had been deleted, was grown in 1% w/v galactose and 2% w/v xylose, 8.0±0.8 g xylonate I−1 were produced at a rate of 0.13 g I−1 h−1. Less than 0.4 g xylitol I−1 was produced. K. lactis H3763, from which the xylose dehydrogenase had been deleted, produced 2.0±0.1 g xylonate I−1 with 14.4±0.5 g xylitol I−1 when grown under the same conditions. Reactants: BrC(Br)(Br)Br, CCCCC, ClCCl, [Zn], c1ccc(P(c2ccccc2)c2ccccc2)cc1, O=Cc1ccccc1Oc1ccccn1. Product: BrC(Br)=Cc1ccccc1Oc1ccccn1. Reaction SMILES: [C:1]([Br:2])([Br:3])([Br:4])[Br:5].[CH3:40][CH2:41][CH2:42][CH2:43][CH3:44].[Cl:45][CH2:46][Cl:47].[Zn:48].[c:6]1([P:7]([c:8]2[cH:9][cH:10][cH:11][cH:12][cH:13]2)[c:14]2[cH:15][cH:16][cH:17][cH:18][cH:19]2)[cH:20][cH:21][cH:22][cH:23][cH:24]1.[n:25]1[c:26]([O:31][c:32]2[c:33]([CH:34]=[O:35])[cH:36][cH:37][cH:38][cH:39]2)[cH:27][cH:28][cH:29][cH:30]1>>[C:1]([Br:2])([Br:5])=[CH:34][c:33]1[c:32]([O:31][c:26]2[n:25][cH:30][cH:29][cH:28][cH:27]2)[cH:39][cH:38][cH:37][cH:36]1.